Dataset: the Open Reaction Database (ORD), a public repository of structured organic reaction records. Task: describe an organic reaction: reactants, conditions, products, and yield Starting materials: C(C)(C)(C)OC(=O)N1[C@H](CN(CC1)C(=O)OC(C)(C)C)CCCC(=O)OCC ((S)-2-(3-ethoxycarbonylpropyl)-piperazine-1,4-dicarboxylic acid di-tert-butyl ester), [OH-].[Na+] (NaOH). The solvent is CO (MeOH). Run at time 8 hour. Product: C(C)(C)(C)OC(=O)N1[C@H](CN(CC1)C(=O)OC(C)(C)C)CCCC(=O)O ((S)-2-(3-Carboxypropyl)-piperazine-1,4-dicarboxylic acid di-tert-butyl ester). As a reaction SMILES: [C:1]([O:5][C:6]([N:8]1[CH2:13][CH2:12][N:11]([C:14]([O:16][C:17]([CH3:20])([CH3:19])[CH3:18])=[O:15])[CH2:10][C@@H:9]1[CH2:21][CH2:22][CH2:23][C:24]([O:26]CC)=[O:25])=[O:7])([CH3:4])([CH3:3])[CH3:2].[OH-].[Na+]>CO>[C:1]([O:5][C:6]([N:8]1[CH2:13][CH2:12][N:11]([C:14]([O:16][C:17]([CH3:18])([CH3:19])[CH3:20])=[O:15])[CH2:10][C@@H:9]1[CH2:21][CH2:22][CH2:23][C:24]([OH:26])=[O:25])=[O:7])([CH3:4])([CH3:2])[CH3:3] |f:1.2|. Reported procedure: Stir a solution of (S)-2-(3-ethoxycarbonylpropyl)-piperazine-1,4-dicarboxylic acid di-tert-butyl ester (0.739 g, 1.84 mmol) in MeOH add 1.0 N NaOH (2.13 mL) and continue stirring overnight. Concentrate the mixture under reduced pressure, dilute with H2O (40 mL) and wash with Et2O (3×30 mL). Acidify the aqueous layer with 10% NaHSO4 (20 mL) and extract with EtOAc (3×50 mL). Dry the organic layer with Na2SO4 filter, concentrate under reduced pressure and place the residue under vacuum to give the ...